From a dataset of the Open Reaction Database (ORD), a public repository of structured organic reaction records. describe an organic reaction: reactants, conditions, products, and yield Starting materials: N#Cc1cc(Br)cc2[nH]ncc12, [H-], CI, [Na+], C1CCOC1. The product is Cn1ncc2c(C#N)cc(Br)cc21. RXN SMILES: [Br:3][c:4]1[cH:5][c:6]([C:13]#[N:14])[c:7]2[cH:8][n:9][nH:10][c:11]2[cH:12]1.[H-:1].[I:15][CH3:16].[Na+:2].[O:17]1[CH2:18][CH2:19][CH2:20][CH2:21]1>>[Br:3][c:4]1[cH:5][c:6]([C:13]#[N:14])[c:7]2[cH:8][n:9][n:10]([CH3:16])[c:11]2[cH:12]1. Reactants: S1N(C=CC=C1)N1C(=NC2=C1C=C(C=C2)C(C2=CC=CC=C2)=C)N (1-(thiazin-2-yl)-2-amino-6-(α-methylenebenzyl)benzimidazole), ClN1C(CCC1=O)=O (N-chlorosuccinimide), Cl.S1N(C=CC=C1)N1C(=NC2=C1C=C(C=C2)C(C2=CC=CC=C2)=C(Cl)Cl)N (1-(thiazin-2-yl)-2-amino-6-(α-dichloromethylenebenzyl)benzimidazole hydrochloride). Run at time 6 hour. Procedure details: A solution of 1.0 g of 1-(thiazin-2-yl)-2-amino-6-(α-methylenebenzyl)benzimidazole in 50 ml. of tetrahydrofuran containing 500 mg. of N-chlorosuccinimide stood at room temperature for twelve hours. A small amount of solid precipitate was removed by filtration. An additional 500 mg. portion of N-chlorosuccinimide was added to the filtrate and the solution was stirred for six hours at room temperature. Another 500 mg. portion of N-chlorosuccinimide was then added to the reaction mixture and stirri... Reaction SMILES: S1C=CC=CN1N1C2C=C(C(=C)C3C=CC=CC=3)C=CC=2N=C1N.ClN1C(=O)CCC1=O.Cl.[S:34]1[CH:39]=[CH:38][CH:37]=[CH:36][N:35]1[N:40]1[C:44]2[CH:45]=[C:46]([C:49](=[C:56]([Cl:58])[Cl:57])[C:50]3[CH:55]=[CH:54][CH:53]=[CH:52][CH:51]=3)[CH:47]=[CH:48][C:43]=2[N:42]=[C:41]1[NH2:59]>O1CCCC1>[S:34]1[CH:39]=[CH:38][CH:37]=[CH:36][N:35]1[N:40]1[C:44]2[CH:45]=[C:46]([C:49](=[C:56]([Cl:58])[Cl:57])[C:50]3[CH:55]=[CH:54][CH:53]=[CH:52][CH:51]=3)[CH:47]=[CH:48][C:43]=2[N:42]=[C:41]1[NH2:59] |f:2.3|. Yields the product S1N(C=CC=C1)N1C(=NC2=C1C=C(C=C2)C(C2=CC=CC=C2)=C(Cl)Cl)N (1-(Thiazin-2-yl)-2-amino-6-(α-dichloromethylenebenzyl)benzimidazole). The solvent is O1CCCC1 (tetrahydrofuran). The reactants are C1(=CC=CC=C1)C (Toluene), C(C)(=O)O[BH-](OC(C)=O)OC(C)=O.[Na+] (sodium triacetoxyborohydride), C1(=C(C=CC=C1)NC(OC1CCN(CC1)CCN(C)C(CCCCCN)=O)=O)C1=CC=CC=C1 (1-{2-[(6-Aminohexanoyl)(methyl)amino]ethyl}piperidin-4-yl biphenyl-2-ylcarbamate), FC(C=1C=C(C(=O)N2CO[C@@](C2)(C2=CC=C(C=C2)F)CCN2CCC3(CC2)[C@H](CC2=CC=CC=C23)OCC(=O)N(CCCN(C(=O)C=2SC(=CC2)C=O)C)C)C=C(C1)C(F)(F)F)(F)F (N-{3-[({[(2S)-1′-{2-[(5R)-3-[3,5-Bis(trifluoromethyl)benzoyl]-5-(4-fluorophenyl)-1,3-oxazolidin-5-yl]ethyl}-2,3-dihydrospiro[indene-1,4′-piperidin]-2-yl]oxy}acetyl)(methyl)amino]propyl}-5-formyl-N-methylthiophene-2-carboxamide). Solvent: CO (methanol), CO (methanol). Conditions: time 15 minute. Yields the product C(C)(=O)[O-].[NH4+] (ammonium acetate), C1(=C(C=CC=C1)NC(OC1CCN(CC1)CCN(C)C(CCCCCNCC=1SC(=CC1)C(N(C)CCCN(C)C(CO[C@H]1CC2=CC=CC=C2C12CCN(CC2)CC[C@]2(CN(CO2)C(C2=CC(=CC(=C2)C(F)(F)F)C(F)(F)F)=O)C2=CC=C(C=C2)F)=O)=O)=O)=O)C2=CC=CC=C2 (1-{2-[{6-[({5-[{3-[({[(2S)-1′-{2-[(5R)-3-[3,5-Bis(trifluoromethyl)benzoyl]-5-(4-fluorophenyl)-1,3-oxazolidin-5-yl]ethyl}-2,3-dihydrospiro[indene-1,4′-piperidin]-2-yl]oxy}acetyl)(methyl)amino]propyl}(methyl)carbamoyl]-2-thienyl}methyl)amino]hexanoyl}(methyl)amino]ethyl}piperidin-4-yl biphenyl-2-ylcarbamate). Isolated yield 53.1%. As a reaction SMILES: [C:1]1([C:29]2[CH:34]=[CH:33][CH:32]=[CH:31][CH:30]=2)[CH:6]=[CH:5][CH:4]=[CH:3][C:2]=1[NH:7][C:8](=[O:28])[O:9][CH:10]1[CH2:15][CH2:14][N:13]([CH2:16][CH2:17][N:18]([C:20](=[O:27])[CH2:21][CH2:22][CH2:23][CH2:24][CH2:25][NH2:26])[CH3:19])[CH2:12][CH2:11]1.[F:35][C:36]([F:98])([F:97])[C:37]1[CH:38]=[C:39]([CH:90]=[C:91]([C:93]([F:96])([F:95])[F:94])[CH:92]=1)[C:40]([N:42]1[CH2:46][C@@:45]([CH2:54][CH2:55][N:56]2[CH2:61][CH2:60][C:59]3([C:69]4[C:64](=[CH:65][CH:66]=[CH:67][CH:68]=4)[CH2:63][C@@H:62]3[O:70][CH2:71][C:72]([N:74]([CH3:89])[CH2:75][CH2:76][CH2:77][N:78]([CH3:88])[C:79]([C:81]3[S:82][C:83]([CH:86]=O)=[CH:84][CH:85]=3)=[O:80])=[O:73])[CH2:58][CH2:57]2)([C:47]2[CH:52]=[CH:51][C:50]([F:53])=[CH:49][CH:48]=2)[O:44][CH2:43]1)=[O:41].C1(C)C=CC=CC=1.[C:106]([O:109][BH-](OC(=O)C)OC(=O)C)(=[O:108])[CH3:107].[Na+]>CO>[C:106]([O-:109])(=[O:108])[CH3:107].[NH4+:7].[C:1]1([C:29]2[CH:30]=[CH:31][CH:32]=[CH:33][CH:34]=2)[CH:6]=[CH:5][CH:4]=[CH:3][C:2]=1[NH:7][C:8](=[O:28])[O:9][CH:10]1[CH2:11][CH2:12][N:13]([CH2:16][CH2:17][N:18]([C:20](=[O:27])[CH2:21][CH2:22][CH2:23][CH2:24][CH2:25][NH:26][CH2:86][C:83]2[S:82][C:81]([C:79](=[O:80])[N:78]([CH2:77][CH2:76][CH2:75][N:74]([C:72](=[O:73])[CH2:71][O:70][C@@H:62]3[C:59]4([CH2:58][CH2:57][N:56]([CH2:55][CH2:54][C@:45]5([C:47]6[CH:52]=[CH:51][C:50]([F:53])=[CH:49][CH:48]=6)[O:44][CH2:43][N:42]([C:40](=[O:41])[C:39]6[CH:90]=[C:91]([C:93]([F:96])([F:94])[F:95])[CH:92]=[C:37]([C:36]([F:35])([F:98])[F:97])[CH:38]=6)[CH2:46]5)[CH2:61][CH2:60]4)[C:69]4[C:64](=[CH:65][CH:66]=[CH:67][CH:68]=4)[CH2:63]3)[CH3:89])[CH3:88])=[CH:85][CH:84]=2)[CH3:19])[CH2:14][CH2:15]1 |f:3.4,6.7|. Procedure details: The compound (73 mg, 0.157 mmol) obtained in Example 1a and the compound (144 mg, 0.157 mmol) obtained in Example 1l were dissolved in methanol (2 mL), and the mixture was stirred at room temperature for 15 minutes. Toluene was added, then the solvent was evaporated under reduced pressure, sodium triacetoxyborohydride (100 mg, 0.471 mmol) was added to a solution of the resulting residue in methanol (2 mL), and the mixture was stirred at room temperature for 2.5 hours. The solvent was evaporated ... Reported procedure: (E)-1-(6-((6-amino-5-(4-phenoxyphenyl)pyrimidin-4-yl)amino)-2-azaspiro[3.3]heptan-2-yl)-4-(dimethylamino)but-2-en-1-one was prepared from 5,6-dichloropyrimidin-4-amine, tert-butyl 6-amino-2-azaspiro[3.3]heptane-2-carboxylate, (4-phenoxyphenyl) boronic acid and (E)-4-(dimethylamino)but-2-enoic acid hydrochloride according to general scheme 3 using methods S1, S2, S3, and S4D. HPLC purity: 99%. MS: m/z=485 [M+H]+. 1H NMR (CD3OD) δ 8.24 (s, 1H), 7.13-7.50 (m, 9H), 6.75 (m, 1H), 6.46 (dd, 1H), 4.59 ... RXN SMILES: Cl[C:2]1[C:3]([NH2:9])=[N:4][CH:5]=[N:6][C:7]=1Cl.[NH2:10][CH:11]1[CH2:24][C:13]2([CH2:16][N:15]([C:17]([O:19]C(C)(C)C)=O)[CH2:14]2)[CH2:12]1.[O:25]([C:32]1[CH:37]=[CH:36][C:35](B(O)O)=[CH:34][CH:33]=1)[C:26]1[CH:31]=[CH:30][CH:29]=[CH:28][CH:27]=1.Cl.[CH3:42][N:43]([CH3:50])[CH2:44]/[CH:45]=[CH:46]/C(O)=O>>[NH2:9][C:3]1[N:4]=[CH:5][N:6]=[C:7]([NH:10][CH:11]2[CH2:12][C:13]3([CH2:14][N:15]([C:17](=[O:19])/[CH:46]=[CH:45]/[CH2:44][N:43]([CH3:50])[CH3:42])[CH2:16]3)[CH2:24]2)[C:2]=1[C:29]1[CH:30]=[CH:31][C:26]([O:25][C:32]2[CH:37]=[CH:36][CH:35]=[CH:34][CH:33]=2)=[CH:27][CH:28]=1 |f:3.4|. Yields the product NC1=C(C(=NC=N1)NC1CC2(CN(C2)C(\C=C\CN(C)C)=O)C1)C1=CC=C(C=C1)OC1=CC=CC=C1 ((E)-1-(6-((6-amino-5-(4-phenoxyphenyl)pyrimidin-4-yl)amino)-2-azaspiro[3.3]heptan-2-yl)-4-(dimethylamino)but-2-en-1-one). Starting materials: ClC=1C(=NC=NC1Cl)N (5,6-dichloropyrimidin-4-amine), NC1CC2(CN(C2)C(=O)OC(C)(C)C)C1 (tert-butyl 6-amino-2-azaspiro[3.3]heptane-2-carboxylate), O(C1=CC=CC=C1)C1=CC=C(C=C1)B(O)O ((4-phenoxyphenyl) boronic acid), Cl.CN(C/C=C/C(=O)O)C ((E)-4-(dimethylamino)but-2-enoic acid hydrochloride).